This data is from the Open Reaction Database (ORD), a public repository of structured organic reaction records. The task is: describe an organic reaction: reactants, conditions, products, and yield Starting materials: O=C(c1ncc[nH]1)c1ncc[nH]1, C1CCOC1, COC(=O)Cc1ccccc1N(CC(=O)O)S(N)(=O)=O. Yields the product COC(=O)Cc1ccccc1N1CC(=O)NS1(=O)=O. Reaction SMILES: [C:1]([c:2]1[nH:3][cH:4][cH:5][n:6]1)([c:7]1[nH:8][cH:9][cH:10][n:11]1)=[O:12].[CH2:33]1[O:34][CH2:35][CH2:36][CH2:37]1.[S:13]([NH2:14])(=[O:15])(=[O:16])[N:17]([CH2:18][C:19](=[O:20])[OH:21])[c:22]1[c:23]([CH2:28][C:29](=[O:30])[O:31][CH3:32])[cH:24][cH:25][cH:26][cH:27]1>>[S:13]1(=[O:15])(=[O:16])[NH:14][C:19](=[O:20])[CH2:18][N:17]1[c:22]1[c:23]([CH2:28][C:29](=[O:30])[O:31][CH3:32])[cH:24][cH:25][cH:26][cH:27]1. Reactants: C1CC(=O)N(C1=O)Br (NBS), C(C)(C)(C)C=1C=C(C=C(C1OC)C(C)(C)C)P(C1=CC(=CC(=C1)OC)OC)(C1=CC(=C(C(=C1)C(C)(C)C)OC)C(C)(C)C)=O (bis(3,5-di-tert-butyl-4-methoxyphenyl)(3,5-dimethoxyphenyl)phosphine oxide), CCCCCC (Hexane). The solvent is C(Cl)Cl (CH2Cl2). Run at temperature 0 celsius, time 1 hour. The product is BrC1=C(C=C(C=C1OC)OC)P(C1=CC(=C(C(=C1)C(C)(C)C)OC)C(C)(C)C)(C1=CC(=C(C(=C1)C(C)(C)C)OC)C(C)(C)C)=O ((2-bromo-3,5-dimethoxyphenyl)bis(3,5-di-tert-butyl-4-methoxyphenyl)phosphine oxide). Yield: 81.7%. RXN SMILES: C1C(=O)N([Br:8])C(=O)C1.[C:9]([C:13]1[CH:14]=[C:15]([P:25](=[O:52])([C:36]2[CH:41]=[C:40]([C:42]([CH3:45])([CH3:44])[CH3:43])[C:39]([O:46][CH3:47])=[C:38]([C:48]([CH3:51])([CH3:50])[CH3:49])[CH:37]=2)[C:26]2[CH:31]=[C:30]([O:32][CH3:33])[CH:29]=[C:28]([O:34][CH3:35])[CH:27]=2)[CH:16]=[C:17]([C:21]([CH3:24])([CH3:23])[CH3:22])[C:18]=1[O:19][CH3:20])([CH3:12])([CH3:11])[CH3:10].CCCCCC>C(Cl)Cl>[Br:8][C:27]1[C:28]([O:34][CH3:35])=[CH:29][C:30]([O:32][CH3:33])=[CH:31][C:26]=1[P:25](=[O:52])([C:36]1[CH:37]=[C:38]([C:48]([CH3:51])([CH3:50])[CH3:49])[C:39]([O:46][CH3:47])=[C:40]([C:42]([CH3:45])([CH3:44])[CH3:43])[CH:41]=1)[C:15]1[CH:16]=[C:17]([C:21]([CH3:24])([CH3:23])[CH3:22])[C:18]([O:19][CH3:20])=[C:13]([C:9]([CH3:10])([CH3:11])[CH3:12])[CH:14]=1. Reported procedure: NBS (206 g, 115.7 mmol) was added to a solution of bis(3,5-di-tert-butyl-4-methoxyphenyl)(3,5-dimethoxyphenyl)phosphine oxide (70 g, 112.4 mmol) in CH2Cl2 (350 mL) at 0° C. The resulting suspension was stirred at 0° C. for 1 h then was warmed to RT and stirred for 4 h. The reaction was monitored by TLC until no starting material remained. The solution was washed with conc. Na2CO3 (300 mL×2) at RT. The organic layer was separated and dried over MgSO4. It was filtered and the solvent was removed t... Reactants: ClC=1C(=C(C=C(C1)[N+](=O)[O-])CC(CO)O)O (3-(3-chloro-2-hydroxy-5-nitrophenyl)propane-1,2-diol), [BH4-].[Na+] (sodium borohydride), Cl (hydrochloric acid), I(=O)(=O)(=O)[O-].[Na+] (sodium periodate), [BH4-].[Na+] (sodium borohydride). The solvent is O (water), O1CCCC1 (tetrahydrofuran). Run at temperature 10 celsius, time 3 hour. The product is ClC1=C(C(=CC(=C1)[N+](=O)[O-])CCO)O (2-chloro-6-(2-hydroxyethyl)-4-nitrophenol). Isolated yield 70.0%. RXN SMILES: [Cl:1][C:2]1[C:3]([OH:16])=[C:4]([CH2:11][CH:12]([OH:15])CO)[CH:5]=[C:6]([N+:8]([O-:10])=[O:9])[CH:7]=1.I([O-])(=O)(=O)=O.[Na+].[BH4-].[Na+].Cl>O.O1CCCC1>[Cl:1][C:2]1[CH:7]=[C:6]([N+:8]([O-:10])=[O:9])[CH:5]=[C:4]([CH2:11][CH2:12][OH:15])[C:3]=1[OH:16] |f:1.2,3.4|. Procedure: To a mixture of 3-(3-chloro-2-hydroxy-5-nitrophenyl)propane-1,2-diol (18.7 g), tetrahydrofuran (300 mL), and water (150 mL) was added sodium periodate (19.3 g) under ice-cooling, followed by stirring for 3 hours under ice-cooling. To this mixture was carefully added sodium borohydride (5.70 g) under ice cooling while maintaining the internal temperature at 10° C. or lower, followed by stirring for 1 hour. To this mixture was added sodium borohydride (2.85 g), followed by stirring for 30 minutes,... Reactants: C1CCOC1, CC(=O)O, CCOC(=O)c1[nH]c(C)cc1C, [NH4+], O=[N+]([O-])[O-], O. Yields the product CCOC(=O)c1[nH]c(C=O)cc1C. Reaction SMILES: [CH2:22]1[O:23][CH2:24][CH2:25][CH2:26]1.[CH3:1][C:2]([OH:3])=[O:4].[CH3:5][c:6]1[c:7]([C:12](=[O:13])[O:14][CH2:15][CH3:16])[nH:8][c:9]([CH3:11])[cH:10]1.[NH4+:17].[O-:18][N+:19](=[O:20])[O-:21].[OH2:27]>>[O:3]=[CH:11][c:9]1[nH:8][c:7]([C:12](=[O:13])[O:14][CH2:15][CH3:16])[c:6]([CH3:5])[cH:10]1. The reactants are BrC1=C(C=CC=C1)CCN1C(C=CC=C1)=N (1-[2-(2-bromophenyl)ethyl]-2-iminopyridine), C1(CCCCC1)N=C=NC1CCCCC1 (dicyclohexylcarbodiimide). Solvent: C(C)(C)(C)O (t-butanol), CCCCCC (hexane). The product is BrC1=C(C=CC=C1)CCN1C(C=CC=C1)=NC(=NC1CCCCC1)NC1CCCCC1 (N-[1-[2-(2-Bromophenyl)ethyl]-2(1H)-pyridinylidene]-N',N"-dicyclohexyl guanidine). Isolated yield 12.0%. As a reaction SMILES: [Br:1][C:2]1[CH:7]=[CH:6][CH:5]=[CH:4][C:3]=1[CH2:8][CH2:9][N:10]1[CH:15]=[CH:14][CH:13]=[CH:12][C:11]1=[NH:16].[CH:17]1([N:23]=[C:24]=[N:25][CH:26]2[CH2:31][CH2:30][CH2:29][CH2:28][CH2:27]2)[CH2:22][CH2:21][CH2:20][CH2:19][CH2:18]1>C(O)(C)(C)C.CCCCCC>[Br:1][C:2]1[CH:7]=[CH:6][CH:5]=[CH:4][C:3]=1[CH2:8][CH2:9][N:10]1[CH:15]=[CH:14][CH:13]=[CH:12][C:11]1=[N:16][C:24]([NH:25][CH:26]1[CH2:31][CH2:30][CH2:29][CH2:28][CH2:27]1)=[N:23][CH:17]1[CH2:22][CH2:21][CH2:20][CH2:19][CH2:18]1. Reported procedure: A solution of 1-[2-(2-bromophenyl)ethyl]-2-iminopyridine (2.77 g, 0.01 mole) and dicyclohexylcarbodiimide (2.06 g, 0.01 mole) in 30 ml of t-butanol is heated at reflux for 21.5 hours under a nitrogen blanket. The solution is cooled to room temperature and diluted with 60 ml of hexane. The diluted solution is cooled and scratched in a dry ice bath to induce crystallization. The mixture is allowed to warm to room temperature and is filtered to give 0.58 g of material which sinters at 121°C and mel... Starting materials: [O-]C#N.[Na+] (sodium cyanate), NC1=NC(=CC(=N1)OC)OC (2-amino-4,6-dimethoxypyrimidine), S(=O)(=O)(Cl)Cl (sulfuryl chloride), C(C)OC1=C(C=CC=C1)O (2-ethoxyphenol). The solvent is C(C)#N (acetonitrile). Conditions: temperature 50 celsius, time 4 hour. Yields the product C(C)OC1=C(OS(=O)(=O)NC(=O)NC2=NC(=CC(=N2)OC)OC)C=CC=C1 (1-(2-Ethoxyphenoxysulfonyl)-3-(4,6-dimethoxy-2-pyrimidyl)-urea). Reaction SMILES: [O-:1][C:2]#[N:3].[Na+].[S:5](Cl)(Cl)(=[O:7])=[O:6].[CH2:10]([O:12][C:13]1[CH:18]=[CH:17][CH:16]=[CH:15][C:14]=1[OH:19])[CH3:11].[NH2:20][C:21]1[N:26]=[C:25]([O:27][CH3:28])[CH:24]=[C:23]([O:29][CH3:30])[N:22]=1>C(#N)C>[CH2:10]([O:12][C:13]1[CH:18]=[CH:17][CH:16]=[CH:15][C:14]=1[O:19][S:5]([NH:3][C:2]([NH:20][C:21]1[N:22]=[C:23]([O:29][CH3:30])[CH:24]=[C:25]([O:27][CH3:28])[N:26]=1)=[O:1])(=[O:7])=[O:6])[CH3:11] |f:0.1|. Procedure: 26.0 g (0.4 mol) of comminuted sodium cyanate are suspended at room temperature in 200 ml of acetonitrile, and 28.3 g (0.21 mol) of sulfuryl chloride are added within the space of 20 min, during which time the temperature rises to 44° C. After stirring for a further four hours at 50° C., the mixture is distilled under reduced pressure, cooled to 27° C. and 27.6 g (0.2 mol) of 2-ethoxyphenol are added within the space of 10 min. The mixture is left to stand overnight and 15.5 g (0.1 mol) of 2-ami...